The task is: describe an organic reaction: reactants, conditions, products, and yield. This data is from the Open Reaction Database (ORD), a public repository of structured organic reaction records. Starting materials: BrC1=CN=C2N1C=C(N=C2NCC2=CC=C(C=C2)S(=O)(=O)N)C (4-[(3-bromo-6-methyl-imidazo[1,2-a]pyrazin-8-ylamino)-methyl]-benzenesulfonamide), CC1(OB(OC1(C)C)C1=CC=C(C=C1)O)C (4-(4,4,5,5-tetramethyl-[1,3,2]dioxaborolan-2-yl)-phenol), C(=O)([O-])[O-].[K+].[K+] (K2CO3), O (water), O(C1=C(C=CC=C1)P(C1=CC=CC=C1)C1=CC=CC=C1)C1=C(C=CC=C1)P(C1=CC=CC=C1)C1=CC=CC=C1 ((oxidi-2,1-phenylene)bis(diphenylphosphine)). The reagents and catalysts are CC(=O)[O-].CC(=O)[O-].[Pd+2] (Pd(OAc)2). The solvent is CN(C)C=O (DMF). Reaction conditions: temperature 88 celsius, time 8 hour. Product: OC1=CC=C(C=C1)C1=CN=C2N1C=C(N=C2NCC2=CC=C(C=C2)S(=O)(=O)N)C (4-{[3-(4-hydroxy-phenyl)-6-methyl-imidazo[1,2-a]pyrazin-8-ylamino]-methyl}-benzenesulfonamide). Isolated yield 29.3%. Reaction SMILES: Br[C:2]1[N:6]2[CH:7]=[C:8]([CH3:23])[N:9]=[C:10]([NH:11][CH2:12][C:13]3[CH:18]=[CH:17][C:16]([S:19]([NH2:22])(=[O:21])=[O:20])=[CH:15][CH:14]=3)[C:5]2=[N:4][CH:3]=1.CC1(C)C(C)(C)OB([C:32]2[CH:37]=[CH:36][C:35]([OH:38])=[CH:34][CH:33]=2)O1.C([O-])([O-])=O.[K+].[K+].O.O(C1C=CC=CC=1P(C1C=CC=CC=1)C1C=CC=CC=1)C1C=CC=CC=1P(C1C=CC=CC=1)C1C=CC=CC=1>CN(C=O)C.CC([O-])=O.CC([O-])=O.[Pd+2]>[OH:38][C:35]1[CH:36]=[CH:37][C:32]([C:2]2[N:6]3[CH:7]=[C:8]([CH3:23])[N:9]=[C:10]([NH:11][CH2:12][C:13]4[CH:18]=[CH:17][C:16]([S:19]([NH2:22])(=[O:21])=[O:20])=[CH:15][CH:14]=4)[C:5]3=[N:4][CH:3]=2)=[CH:33][CH:34]=1 |f:2.3.4,8.9.10|. Procedure details: A mixture of 4-[(3-bromo-6-methyl-imidazo[1,2-a]pyrazin-8-ylamino)-methyl]-benzenesulfonamide (0.1 g, 0.252 mmol), 4-(4,4,5,5-tetramethyl-[1,3,2]dioxaborolan-2-yl)-phenol (0.061 g, 0.277 mmol), K2CO3 1.5M in water (0.34 mL, 0.504 mmol), Pd(OAc)2 (3.0 mg, 0.013 mmol), and (oxidi-2,1-phenylene)bis(diphenylphosphine) (14 mg, 0.026 mmol) in DMF 1 mL was stirred at 88° C. overnight. Then the reaction mixture is filtered through cotton, diluted with AcOEt, washed with water, the organic layer dried wi... The reactants are OCC=1NC2=CC=C(C=C2C1)C#N (2-(hydroxymethyl)-1H-indole-5-carbonitrile). The product is C(=O)C=1NC2=CC=C(C=C2C1)C#N (2-Formyl-1H-indole-5-carbonitrile). Run at time 1 hour. The yield is 80.2%. As a reaction SMILES: [OH:1][CH2:2][C:3]1[NH:4][C:5]2[C:10]([CH:11]=1)=[CH:9][C:8]([C:12]#[N:13])=[CH:7][CH:6]=2>ClCCl.O=[Mn]=O>[CH:2]([C:3]1[NH:4][C:5]2[C:10]([CH:11]=1)=[CH:9][C:8]([C:12]#[N:13])=[CH:7][CH:6]=2)=[O:1]. The solvent is ClCCl (dichloromethane). Procedure: MnO2 (1.76 g) was added to a solution of 2-(hydroxymethyl)-1H-indole-5-carbonitrile (D24) (290 mg) in dichloromethane (100 mL) at RT. The reaction mixture was stirred at RT for 1 hour. The solid was filtered off and washed with dichloromethane. The filtrate was concentrated to afford 2-formyl-1H-indole-5-carbonitrile (D28) (230 mg) as a white solid. MS (ES): C10H6N2O requires 170; found 169.1 (M−H+). The reagents and catalysts are O=[Mn]=O (MnO2). Reactants: BrCCCCCBr, O=C1NC(=O)c2ccccc21, CN(C)C=O, [K], O. Yields the product O=C1c2ccccc2C(=O)N1CCCCCBr. As a reaction SMILES: [Br:13][CH2:14][CH2:15][CH2:16][CH2:17][CH2:18][Br:19].[C:1]1(=[O:11])[c:2]2[c:3]([cH:7][cH:8][cH:9][cH:10]2)[C:4](=[O:6])[NH:5]1.[CH3:21][N:22]([CH3:23])[CH:24]=[O:25].[K:12].[OH2:20]>>[C:1]1(=[O:11])[c:2]2[c:3]([cH:7][cH:8][cH:9][cH:10]2)[C:4](=[O:6])[N:5]1[CH2:18][CH2:17][CH2:16][CH2:15][CH2:14][Br:13]. Solvent: C1(=CC=CC=C1)C (toluene). Yields the product C(C)C1C(CC(C(C(OC(C2CCCCN2C(C(C2(C(CC(C(C(CC(CC(=C1)C)C)OC)O2)OC)C)O)=O)=O)=O)C(=CC2CC(C(CC2)N)OC)C)C)O)=O (17-Ethyl-1,14-dihydroxy-12-[2'-(4"-amino-3"-methoxycyclohexyl)-1'-methylvinyl]-23,25-dimethoxy-13,19,21,27-tetramethyl-11,28-dioxa-4-azatricyclo[22.3.1.04,9 ]octacos-18-ene-2,3,10,16-tetraone). Starting materials: C(C)C1C(CC(C(C(OC(C2CCCCN2C(C(C2(C(CC(C(C(CC(CC(=C1)C)C)OC)O2)OC)C)O)=O)=O)=O)C(=CC2CC(C(CC2)N=[N+]=[N-])OC)C)C)O)=O (17-ethyl-1,14-dihydroxy-12-[2'-(4"-azido-3"-methoxycyclohexyl)-1'-methylvinyl]-23,25-dimethoxy-13,19,21,27-tetramethyl-11,28-dioxa-4-azatricyclo[22.3.1.04,9 ]octacos-18-ene-2,3,10,16-tetraone), C1(=CC=CC=C1)P(C1=CC=CC=C1)C1=CC=CC=C1 (triphenylphosphine). Procedure details: A solution of 17-ethyl-1,14-dihydroxy-12-[2'-(4"-azido-3"-methoxycyclohexyl)-1'-methylvinyl]-23,25-dimethoxy-13,19,21,27-tetramethyl-11,28-dioxa-4-azatricyclo[22.3.1.04,9 ]octacos-18-ene-2,3,10,16-tetraone (28 mg) and triphenylphosphine (9 mg) in 1 ml of wet toluene was stirred at 70° C. overnight. The solvent was removed under reduced pressure, and the residue was purified by preparative tlc on silica gel (1000 microns, 1% NH4OH in 5% i-PrOH/CH2Cl2) to give 19 mg of the title compound. Isolated yield 70.1%. Reaction SMILES: [CH2:1]([CH:3]1[CH:29]=[C:28]([CH3:30])[CH2:27][CH:26]([CH3:31])[CH2:25][CH:24]([O:32][CH3:33])[CH:23]2[O:34][C:19]([OH:38])([CH:20]([CH3:37])[CH2:21][CH:22]2[O:35][CH3:36])[C:18](=[O:39])[C:17](=[O:40])[N:16]2[CH:11]([CH2:12][CH2:13][CH2:14][CH2:15]2)[C:10](=[O:41])[O:9][CH:8]([C:42]([CH3:55])=[CH:43][CH:44]2[CH2:49][CH2:48][CH:47]([N:50]=[N+]=[N-])[CH:46]([O:53][CH3:54])[CH2:45]2)[CH:7]([CH3:56])[CH:6]([OH:57])[CH2:5][C:4]1=[O:58])[CH3:2].C1(P(C2C=CC=CC=2)C2C=CC=CC=2)C=CC=CC=1>C1(C)C=CC=CC=1>[CH2:1]([CH:3]1[CH:29]=[C:28]([CH3:30])[CH2:27][CH:26]([CH3:31])[CH2:25][CH:24]([O:32][CH3:33])[CH:23]2[O:34][C:19]([OH:38])([CH:20]([CH3:37])[CH2:21][CH:22]2[O:35][CH3:36])[C:18](=[O:39])[C:17](=[O:40])[N:16]2[CH:11]([CH2:12][CH2:13][CH2:14][CH2:15]2)[C:10](=[O:41])[O:9][CH:8]([C:42]([CH3:55])=[CH:43][CH:44]2[CH2:49][CH2:48][CH:47]([NH2:50])[CH:46]([O:53][CH3:54])[CH2:45]2)[CH:7]([CH3:56])[CH:6]([OH:57])[CH2:5][C:4]1=[O:58])[CH3:2]. The reactants are CC1=C(C#N)C(c2cc3c(NC(=O)c4ccccc4)nccc3o2)C(C#N)=C(C)N1, O=C([O-])[O-], CI, [Cs+], [Cs+], CN(C)C=O. The product is CC1=C(C#N)C(c2cc3c(NC(=O)c4ccccc4)nccc3o2)C(C#N)=C(C)N1C. As a reaction SMILES: [C:1](#[N:2])[C:3]1=[C:4]([CH3:30])[NH:5][C:6]([CH3:29])=[C:7]([C:27]#[N:28])[CH:8]1[c:9]1[cH:10][c:11]2[c:12]([NH:18][C:19]([c:20]3[cH:21][cH:22][cH:23][cH:24][cH:25]3)=[O:26])[n:13][cH:14][cH:15][c:16]2[o:17]1.[C:31](=[O:32])([O-:33])[O-:34].[CH3:37][I:38].[Cs+:35].[Cs+:36].[O:39]=[CH:40][N:41]([CH3:42])[CH3:43]>>[C:1](#[N:2])[C:3]1=[C:4]([CH3:30])[N:5]([CH3:31])[C:6]([CH3:29])=[C:7]([C:27]#[N:28])[CH:8]1[c:9]1[cH:10][c:11]2[c:12]([NH:18][C:19]([c:20]3[cH:21][cH:22][cH:23][cH:24][cH:25]3)=[O:26])[n:13][cH:14][cH:15][c:16]2[o:17]1. Starting materials: B, C1CCOC1, O=C(C1COc2ccccc2O1)N1CCCC(c2ccc(C(F)(F)F)cc2)C1. Product: FC(F)(F)c1ccc(C2CCCN(CC3COc4ccccc4O3)C2)cc1. As a reaction SMILES: [BH3:29].[CH2:30]1[O:31][CH2:32][CH2:33][CH2:34]1.[O:1]1[CH:2]([C:11](=[O:12])[N:13]2[CH2:14][CH:15]([c:19]3[cH:20][cH:21][c:22]([C:25]([F:26])([F:27])[F:28])[cH:23][cH:24]3)[CH2:16][CH2:17][CH2:18]2)[CH2:3][O:4][c:5]2[c:6]1[cH:7][cH:8][cH:9][cH:10]2>>[O:1]1[CH:2]([CH2:11][N:13]2[CH2:14][CH:15]([c:19]3[cH:20][cH:21][c:22]([C:25]([F:26])([F:27])[F:28])[cH:23][cH:24]3)[CH2:16][CH2:17][CH2:18]2)[CH2:3][O:4][c:5]2[c:6]1[cH:7][cH:8][cH:9][cH:10]2. The reactants are C(C)OC(NC1=NC=2C(=NC=C(C2)I)N1CC1=CC(=C(C=C1)OCC1=CC=C(C=C1)OC)OC)=O (ethyl(6-iodo-3-(3-methoxy-4-((4-methoxybenzyl)oxy)benzyl)-3H-imidazo[4,5-b]pyridin-2-yl)carbamate), CN1N=CC(=C1)B1OC(C(O1)(C)C)(C)C (1-methyl-4-(4,4,5,5-tetramethyl-1,3,2-dioxaborolan-2-yl)-1H-pyrazole). The reagents and catalysts are C1=CC=C(C=C1)P([C-]2C=CC=C2)C3=CC=CC=C3.C1=CC=C(C=C1)P([C-]2C=CC=C2)C3=CC=CC=C3.[Cl-].[Cl-].[Fe+2].[Pd+2] ((1,1′-bis(diphenylphosphino)ferrocene)palladium(II) dichloride). Run in CN(C=O)C (N,N-dimethylformamide), C([O-])([O-])=O.[Na+].[Na+] (sodium carbonate). Run at temperature 80 celsius, time 4 hour. Product: C(C)OC(NC1=NC=2C(=NC=C(C2)C=2C=NN(C2)C)N1CC1=CC(=C(C=C1)OCC1=CC=C(C=C1)OC)OC)=O (ethyl(3-(3-methoxy-4-((4-methoxybenzyl)oxy)benzyl)-6-(1-methyl-1H-pyrazol-4-yl)-3H-imidazo[4,5-b]pyridin-2-yl)carbamate). Isolated yield 23.0%. As a reaction SMILES: [CH2:1]([O:3][C:4](=[O:35])[NH:5][C:6]1[N:15]([CH2:16][C:17]2[CH:22]=[CH:21][C:20]([O:23][CH2:24][C:25]3[CH:30]=[CH:29][C:28]([O:31][CH3:32])=[CH:27][CH:26]=3)=[C:19]([O:33][CH3:34])[CH:18]=2)[C:9]2=[N:10][CH:11]=[C:12](I)[CH:13]=[C:8]2[N:7]=1)[CH3:2].[CH3:36][N:37]1[CH:41]=[C:40](B2OC(C)(C)C(C)(C)O2)[CH:39]=[N:38]1>CN(C)C=O.C(=O)([O-])[O-].[Na+].[Na+].C1C=CC(P(C2C=CC=CC=2)[C-]2C=CC=C2)=CC=1.C1C=CC(P(C2C=CC=CC=2)[C-]2C=CC=C2)=CC=1.[Cl-].[Cl-].[Fe+2].[Pd+2]>[CH2:1]([O:3][C:4](=[O:35])[NH:5][C:6]1[N:15]([CH2:16][C:17]2[CH:22]=[CH:21][C:20]([O:23][CH2:24][C:25]3[CH:30]=[CH:29][C:28]([O:31][CH3:32])=[CH:27][CH:26]=3)=[C:19]([O:33][CH3:34])[CH:18]=2)[C:9]2=[N:10][CH:11]=[C:12]([C:40]3[CH:39]=[N:38][N:37]([CH3:36])[CH:41]=3)[CH:13]=[C:8]2[N:7]=1)[CH3:2] |f:3.4.5,6.7.8.9.10.11|. Procedure: To a stirred solution of ethyl(6-iodo-3-(3-methoxy-4-((4-methoxybenzyl)oxy)benzyl)-3H-imidazo[4,5-b]pyridin-2-yl)carbamate (11.80 g, 20.05 mmol) and 1-methyl-4-(4,4,5,5-tetramethyl-1,3,2-dioxaborolan-2-yl)-1H-pyrazole (5.00 g, 24.03 mmol) in N,N-dimethylformamide (100 mL) and 2M aqueous sodium carbonate solution (10 mL) was added (1,1′-bis(diphenylphosphino)ferrocene)palladium(II) dichloride (0.87 g, 1.19 mmol). The resulting mixture was heated to 80° C. under a nitrogen atmosphere. After 4 h, t... Yields the product CNS(=O)(=O)c1ccccc1Nc1nc(Nc2cc(OC)ccc2OC)ncc1[N+](=O)[O-]. Starting materials: COc1ccc(OC)c(N)c1, CCO, CNS(=O)(=O)c1ccccc1Nc1nc(Cl)ncc1[N+](=O)[O-]. RXN SMILES: [CH3:23][O:24][c:25]1[c:26]([NH2:27])[cH:28][c:29]([O:32][CH3:33])[cH:30][cH:31]1.[CH3:34][CH2:35][OH:36].[Cl:1][c:2]1[n:3][cH:4][c:5]([N+:20](=[O:21])[O-:22])[c:6]([NH:8][c:9]2[c:10]([S:15](=[O:16])(=[O:17])[NH:18][CH3:19])[cH:11][cH:12][cH:13][cH:14]2)[n:7]1>>[c:2]1([NH:27][c:26]2[c:25]([O:24][CH3:23])[cH:31][cH:30][c:29]([O:32][CH3:33])[cH:28]2)[n:3][cH:4][c:5]([N+:20](=[O:21])[O-:22])[c:6]([NH:8][c:9]2[c:10]([S:15](=[O:16])(=[O:17])[NH:18][CH3:19])[cH:11][cH:12][cH:13][cH:14]2)[n:7]1.